This data is from the Open Reaction Database (ORD), a public repository of structured organic reaction records. The task is: describe an organic reaction: reactants, conditions, products, and yield Reactants: Cl (Hydrogen chloride), solution, [N+](=O)([O-])C1=CC=C(C=C1)C=1CCN(CC1)C(=O)OC(C)(C)C (tert-butyl 4-(4-nitrophenyl)-3,6-dihydropyridine-1(2H)-carboxylate). Run in O1CCOCC1 (dioxane), C1(=CC=CC=C1)C (toluene). Conditions: time 3 hour. The product is Cl.[N+](=O)([O-])C1=CC=C(C=C1)C=1CCNCC1 (4-(4-nitrophenyl)-1,2,3,6-tetrahydropyridinehydrochloride). The yield is 97.0%. RXN SMILES: [ClH:1].[N+:2]([C:5]1[CH:10]=[CH:9][C:8]([C:11]2[CH2:12][CH2:13][N:14](C(OC(C)(C)C)=O)[CH2:15][CH:16]=2)=[CH:7][CH:6]=1)([O-:4])=[O:3]>O1CCOCC1.C1(C)C=CC=CC=1>[ClH:1].[N+:2]([C:5]1[CH:10]=[CH:9][C:8]([C:11]2[CH2:16][CH2:15][NH:14][CH2:13][CH:12]=2)=[CH:7][CH:6]=1)([O-:4])=[O:3] |f:4.5|. Reported procedure: Hydrogen chloride (20 mL of a 4N solution in dioxane) was added dropwise to a solution of tert-butyl 4-(4-nitrophenyl)-3,6-dihydropyridine-1(2H)-carboxylate (3.0 g; 9.86 mmol; 1.0 eq.) in toluene (15 mL). The reaction mixture was stirred at RT for 3 h. The formed suspension was filtered, washed with toluene (10 mL) and dried under vacuum to give the title compound as a white solid (1.96 g, 97%). UPLC/MS: (MS+) 205.3. The product is C(C)(C)(C)OCC(CO)C (rac.-3-tert. butoxy-2-methyl-1-propanol). The yield is 88.0%. Procedure: Reduction of rac.-tert. butyl 3-tert.butoxy-2-methylpropionate was carried out with lithium aluminum hydride using the procedure described in Example 2. The resulting rac.-3-tert. butoxy-2-methyl-1-propanol was obtained in 88% yield as a colorless liquid. b.p. 70°-72° C. (10 mm Hg.). Reaction SMILES: [C:1]([O:5][CH2:6][CH:7]([CH3:15])[C:8](OC(C)(C)C)=[O:9])([CH3:4])([CH3:3])[CH3:2].[H-].[Al+3].[Li+].[H-].[H-].[H-]>>[C:1]([O:5][CH2:6][CH:7]([CH3:15])[CH2:8][OH:9])([CH3:4])([CH3:3])[CH3:2] |f:1.2.3.4.5.6|. The reactants are C(C)(C)(C)OCC(C(=O)OC(C)(C)C)C (rac.-tert. butyl 3-tert.butoxy-2-methylpropionate), [H-].[Al+3].[Li+].[H-].[H-].[H-] (lithium aluminum hydride). The reactants are CC(C)(C)n1nc(CCC=O)cc1-c1ccccc1, CCN(C(C)C)C(C)C, Fc1ccccc1N1CCNCC1. Yields the product CC(C)(C)n1nc(CCCN2CCN(c3ccccc3F)CC2)cc1-c1ccccc1. As a reaction SMILES: [C:1]([CH3:2])([CH3:3])([CH3:4])[n:5]1[n:6][c:7]([CH2:16][CH2:17][CH:18]=[O:19])[cH:8][c:9]1-[c:10]1[cH:11][cH:12][cH:13][cH:14][cH:15]1.[CH:33]([N:34]([CH2:35][CH3:36])[CH:37]([CH3:38])[CH3:39])([CH3:40])[CH3:41].[F:20][c:21]1[c:22]([N:27]2[CH2:28][CH2:29][NH:30][CH2:31][CH2:32]2)[cH:23][cH:24][cH:25][cH:26]1>>[C:1]([CH3:2])([CH3:3])([CH3:4])[n:5]1[n:6][c:7]([CH2:16][CH2:17][CH2:18][N:30]2[CH2:29][CH2:28][N:27]([c:22]3[c:21]([F:20])[cH:26][cH:25][cH:24][cH:23]3)[CH2:32][CH2:31]2)[cH:8][c:9]1-[c:10]1[cH:11][cH:12][cH:13][cH:14][cH:15]1. Starting materials: C(C)(C)(C)NS(=O)(=O)C1=C(C=CC=C1)SCC=C (N-t-butyl-2-(2-propenylthio)benzenesulfonamide), N1=CC=CC2=CC=CC=C12 (quinoline), C(C)(=O)OCC (ethyl acetate), ice water. Run in CCCCCC (hexane). Reaction conditions: temperature 220 celsius. Product: C(C)(C)(C)NS(=O)(=O)C1=CC=CC2=C1SC(C2)C (N-t-Butyl-2,3-dihydro-2-methylbenzo[b]thiophene-7-sulfonamide). RXN SMILES: [C:1]([NH:5][S:6]([C:9]1[CH:14]=[CH:13][CH:12]=[CH:11][C:10]=1[S:15][CH2:16][CH:17]=C)(=[O:8])=[O:7])([CH3:4])([CH3:3])[CH3:2].N1C2C(=CC=CC=2)C=C[CH:20]=1.C(OCC)(=O)C>CCCCCC>[C:1]([NH:5][S:6]([C:9]1[C:10]2[S:15][CH:16]([CH3:17])[CH2:20][C:11]=2[CH:12]=[CH:13][CH:14]=1)(=[O:7])=[O:8])([CH3:2])([CH3:3])[CH3:4]. Procedure details: A mixture of 89.9 g of N-t-butyl-2-(2-propenylthio)benzenesulfonamide and quinoline (90 ml) were heated at 220° C. for 2 hours under an inert atmosphere. The mixture was cooled, was poured into ice-water (500 ml) and was extracted with several portions of a 1:1 mixture of chlorobutane and tetrahydrofuran. The combined extracts were washed with 6N hydrochloric acid and brine. The organic mixture was dried over magnesium sulfate and was concentrated. The residue was distilled in a kugelrohr appara... Starting materials: O1[C@@H](C=CC1)[C@@H](CNC(OCC1=CC=CC=C1)=O)O (Benzyl (R)-2-((S)-2,5-dihydrofuran-2-yl)-2-hydroxyethylcarbamate), CC1=CC=C(C=C1)S(=O)(=O)O[C@@H](CO)[C@H]1OCC=C1 ((S)-1-((S)-2,5-Dihydrofuran-2-yl)-2-hydroxyethyl 4-methylbenzenesulfonate). The solvent is [OH-].[NH4+] (ammonium hydroxide). Conditions: temperature 75 celsius. The product is NC[C@@H](O)[C@H]1OCC=C1 ((R)-2-amino-1-((S)-2,5-dihydrofuran-2-yl)ethanol). Reaction SMILES: [O:1]1[CH2:5][CH:4]=[CH:3][C@H:2]1[C@H:6]([OH:19])[CH2:7][NH:8]C(=O)OCC1C=CC=CC=1.CC1C=CC(S(O[C@H]([C@@H]2C=CCO2)CO)(=O)=O)=CC=1>[OH-].[NH4+]>[NH2:8][CH2:7][C@H:6]([C@@H:2]1[CH:3]=[CH:4][CH2:5][O:1]1)[OH:19] |f:2.3|. Procedure: Alternative preparation of Benzyl (R)-2-((S)-2,5-dihydrofuran-2-yl)-2-hydroxyethylcarbamate (18); ‘One-pot’ procedure 3; Aqueous Conditions. (S)-1-((S)-2,5-Dihydrofuran-2-yl)-2-hydroxyethyl 4-methylbenzenesulfonate (14) (0.95 g, 3.35 mmol) was suspended in ammonium hydroxide (4 mL) then stirred and heated at 75° C. in a sealed tube for 6 hours during which time the two liquid phases became a single phase solution. The mixture was stirred at ambient temperature for 20 hours then the solvents were... Product: FC(C=1C=C(CN([C@H]2C[C@H](N(C2)C2=NC(=NC=C2Cl)N2CCC(CC2)O)CC)C2=NC=C(C=N2)C=2C=NN(C2)C2OCCCC2)C=C(C1)C(F)(F)F)(F)F (1-{4-[(2R,4S)-4-((3,5-bis-trifluoromethyl-benzyl)-{5-[1-(tetrahydro-pyran-2-yl)-1H-pyrazol-4-yl]-pyrimidin-2-yl}-amino)-2-ethyl-pyrrolidin-1-yl]-5-chloro-pyrimidin-2-yl}-piperidin-4-ol). The reactants are C(=O)([O-])[O-].[Na+].[Na+] (Na2CO3), NaIO4, O1C(CCCC1)N1N=CC(=C1)B1OC(C(O1)(C)C)(C)C (1-(tetrahydro-pyran-2-yl)-4-(4,4,5,5-tetramethyl-[1,3,2]dioxaborolan-2-yl)-1H-pyrazole), FC(C=1C=C(CN([C@H]2C[C@H](N(C2)C2=NC(=NC=C2Cl)N2CCC(CC2)O)CC)C2=NC=C(C=N2)Br)C=C(C1)C(F)(F)F)(F)F (1-(4-{(2R,4S)-4-[(3,5-bis-trifluoromethyl-benzyl)-(5-bromo-pyrimidin-2-yl)-amino]-2-ethyl-pyrrolidin-1-yl}-5-chloro-pyrimidin-2-yl)-piperidin-4-ol), N#N (N2). As a reaction SMILES: [O:1]1[CH2:6][CH2:5][CH2:4][CH2:3][CH:2]1[N:7]1[CH:11]=[C:10](B2OC(C)(C)C(C)(C)O2)[CH:9]=[N:8]1.[F:21][C:22]([F:64])([F:63])[C:23]1[CH:24]=[C:25]([CH:56]=[C:57]([C:59]([F:62])([F:61])[F:60])[CH:58]=1)[CH2:26][N:27]([C:49]1[N:54]=[CH:53][C:52](Br)=[CH:51][N:50]=1)[C@@H:28]1[CH2:32][N:31]([C:33]2[C:38]([Cl:39])=[CH:37][N:36]=[C:35]([N:40]3[CH2:45][CH2:44][CH:43]([OH:46])[CH2:42][CH2:41]3)[N:34]=2)[C@H:30]([CH2:47][CH3:48])[CH2:29]1.N#N.C([O-])([O-])=O.[Na+].[Na+]>C1C=CC([P]([Pd]([P](C2C=CC=CC=2)(C2C=CC=CC=2)C2C=CC=CC=2)([P](C2C=CC=CC=2)(C2C=CC=CC=2)C2C=CC=CC=2)[P](C2C=CC=CC=2)(C2C=CC=CC=2)C2C=CC=CC=2)(C2C=CC=CC=2)C2C=CC=CC=2)=CC=1.ClCCl.O.COCCOC>[F:62][C:59]([F:60])([F:61])[C:57]1[CH:56]=[C:25]([CH:24]=[C:23]([C:22]([F:21])([F:63])[F:64])[CH:58]=1)[CH2:26][N:27]([C:49]1[N:54]=[CH:53][C:52]([C:10]2[CH:9]=[N:8][N:7]([CH:2]3[CH2:3][CH2:4][CH2:5][CH2:6][O:1]3)[CH:11]=2)=[CH:51][N:50]=1)[C@@H:28]1[CH2:32][N:31]([C:33]2[C:38]([Cl:39])=[CH:37][N:36]=[C:35]([N:40]3[CH2:41][CH2:42][CH:43]([OH:46])[CH2:44][CH2:45]3)[N:34]=2)[C@H:30]([CH2:47][CH3:48])[CH2:29]1 |f:3.4.5,^1:76,78,97,116|. Run in COCCOC (DME), ClCCl (dichloromethane), O (H2O). Reagents/catalysts: C=1C=CC(=CC1)[P](C=2C=CC=CC2)(C=3C=CC=CC3)[Pd]([P](C=4C=CC=CC4)(C=5C=CC=CC5)C=6C=CC=CC6)([P](C=7C=CC=CC7)(C=8C=CC=CC8)C=9C=CC=CC9)[P](C=1C=CC=CC1)(C=1C=CC=CC1)C=1C=CC=CC1 (Pd(PPh3)4). Reported procedure: A 25 ml round-bottom flask is charged with 1-(tetrahydro-pyran-2-yl)-4-(4,4,5,5-tetramethyl-[1,3,2]dioxaborolan-2-yl)-1H-pyrazole (56 mg, 0.2 mmol), 1-(4-{(2R,4S)-4-[(3,5-bis-trifluoromethyl-benzyl)-(5-bromo-pyrimidin-2-yl)-amino]-2-ethyl-pyrrolidin-1-yl}-5-chloro-pyrimidin-2-yl)-piperidin-4-ol (110 mg, 0.15 mmol) under N2. Pd(PPh3)4 (34 mg, 0.03 mmol) is added promptly and the flask is recharged with N2. Then DME (0.5 ml), Na2CO3 (1 M in H2O, 0.3 ml, 0.3 mmol) are added. The mixture is then hea... Run at time 1 hour. Yields the product N#Cc1c[nH]c(C(=O)Nc2ccc(C3CCN(C(N)=O)CC3)cc2C2=CCCCC2)n1. Starting materials: N#Cc1c[nH]c(C(=O)Nc2ccc(C3CCNCC3)cc2C2=CCCCC2)n1, C[Si](C)(C)N=C=O, ClCCl, O=C(O)C(F)(F)F. Reaction SMILES: [C:8]1([c:14]2[c:15]([NH:26][C:27](=[O:28])[c:29]3[nH:30][cH:31][c:32]([C:34]#[N:35])[n:33]3)[cH:16][cH:17][c:18]([CH:20]3[CH2:21][CH2:22][NH:23][CH2:24][CH2:25]3)[cH:19]2)=[CH:9][CH2:10][CH2:11][CH2:12][CH2:13]1.[CH3:36][Si:37]([CH3:38])([CH3:39])[N:40]=[C:41]=[O:42].[Cl:43][CH2:44][Cl:45].[F:1][C:2]([F:3])([F:4])[C:5]([OH:6])=[O:7]>>[C:8]1([c:14]2[c:15]([NH:26][C:27](=[O:28])[c:29]3[nH:30][cH:31][c:32]([C:34]#[N:35])[n:33]3)[cH:16][cH:17][c:18]([CH:20]3[CH2:21][CH2:22][N:23]([C:41]([NH2:40])=[O:42])[CH2:24][CH2:25]3)[cH:19]2)=[CH:9][CH2:10][CH2:11][CH2:12][CH2:13]1. Reactants: FC=1C=C(C=C(C1)F)[C@@H]1CSC(C(N1CC(=O)NC=1C=C2C[C@]3(CC2=CC1)N(C(NC3=O)=O)C)=O)(C)C (2-[(5R)-5-(3,5-Difluorophenyl)-2,2-dimethyl-3-oxo-4-thiomorpholinyl]-N-[(4S)-3-methyl-2,5-dioxo-1′,3′-dihydrospiro[imidazolidine-4,2′-inden]-5′-yl]acetamide), ClC=1C=C(C(=O)OO)C=CC1 (3-chloroperoxybenzoic acid), [OH-].[Ca+2].[OH-] (Calcium hydroxide). Run in C(Cl)(Cl)Cl (chloroform). Run at time 2 hour. The product is FC=1C=C(C=C(C1)F)C1CSC(C(N1)=O)(C)C ((SR)-5-(3,5-Difluorophenyl)-2,2-dimethylthiomorpholin-3-one). As a reaction SMILES: [F:1][C:2]1[CH:3]=[C:4]([C@H:9]2[N:14](CC(NC3C=C4C(=CC=3)C[C@@]3(C(=O)NC(=O)N3C)C4)=O)[C:13](=[O:35])[C:12]([CH3:37])([CH3:36])[S:11][CH2:10]2)[CH:5]=[C:6]([F:8])[CH:7]=1.ClC1C=C(C=CC=1)C(OO)=O.[OH-].[Ca+2].[OH-]>C(Cl)(Cl)Cl>[F:8][C:6]1[CH:5]=[C:4]([CH:9]2[NH:14][C:13](=[O:35])[C:12]([CH3:37])([CH3:36])[S:11][CH2:10]2)[CH:3]=[C:2]([F:1])[CH:7]=1 |f:2.3.4|. Procedure: To a solution of 2-[(5R)-5-(3,5-difluorophenyl)-2,2-dimethyl-3-oxo-4-thiomorpholinyl]-N-[(4S)-3-methyl-2,5-dioxo-1′,3′-dihydrospiro[imidazolidine-4,2′-inden]-5′-yl]acetamide (Example 2) in 1.5 mL chloroform at 0° C., was added 3-chloroperoxybenzoic acid (21 mg with a purity of 77%, 0.121 mmol). An LCMS of the reaction mixture after two hours showed that all starting material was consumed. Calcium hydroxide (14 mg, 0.185 mmol) was added to the reaction and stirred for fourty minutes. The mixture ...